This data is from the Open Reaction Database (ORD), a public repository of structured organic reaction records. The task is: describe an organic reaction: reactants, conditions, products, and yield Reactants: ClC=1C=C(C=CC1)S(=O)(=O)N1CCOC2=C1C=C(C=C2)C(=O)O (4-(3-chloro-benzenesulfonyl)-3,4-dihydro-2H-benzo[1,4]oxazine-6-carboxylic acid), NC=1SC=C(N1)CC(=O)OCC (ethyl 2-amino-4-thiazoleacetate). Product: C(C)OC(CC=1N=C(SC1)NC(=O)C=1C=CC2=C(N(CCO2)S(=O)(=O)C2=CC(=CC=C2)Cl)C1)=O ((2-{[4-(3-chloro-benzenesulfonyl)-3,4-dihydro-2H-benzo[1,4]oxazine-6-carbonyl]-amino}-thiazol-4-yl)-acetic acid ethyl ester). Reaction SMILES: [Cl:1][C:2]1[CH:3]=[C:4]([S:8]([N:11]2[C:16]3[CH:17]=[C:18]([C:21](O)=[O:22])[CH:19]=[CH:20][C:15]=3[O:14][CH2:13][CH2:12]2)(=[O:10])=[O:9])[CH:5]=[CH:6][CH:7]=1.[NH2:24][C:25]1[S:26][CH:27]=[C:28]([CH2:30][C:31]([O:33][CH2:34][CH3:35])=[O:32])[N:29]=1>>[CH2:34]([O:33][C:31](=[O:32])[CH2:30][C:28]1[N:29]=[C:25]([NH:24][C:21]([C:18]2[CH:19]=[CH:20][C:15]3[O:14][CH2:13][CH2:12][N:11]([S:8]([C:4]4[CH:5]=[CH:6][CH:7]=[C:2]([Cl:1])[CH:3]=4)(=[O:9])=[O:10])[C:16]=3[CH:17]=2)=[O:22])[S:26][CH:27]=1)[CH3:35]. Reported procedure: The title compound, MS (ISP)=492.0 (M−H)−, was produced as described in example 1, steps 1-6. Step 3 was performed using 3-chlorobenzenesulfonyl chloride, furnishing 4-(3-chloro-benzenesulfonyl)-3,4-dihydro-2H-benzo[1,4]oxazine-6-carboxylic acid methyl ester, which was hydrolyzed in step 4, leading to 4-(3-chloro-benzenesulfonyl)-3,4-dihydro-2H-benzo[1,4]oxazine-6-carboxylic acid. This was reacted with ethyl 2-amino-4-thiazoleacetate in step 5 and yielded (2-{[4-(3-chloro-benzenesulfonyl)-3,4-di... The reactants are ClC1=CC=CC(=C1C)F (6-chloro-2-fluorotoluene), S(=O)(=O)(Cl)Cl (sulfuryl chloride), C(C1=CC=CC=C1)(=O)OOC(C1=CC=CC=C1)=O (dibenzoyl peroxide). Run at time 3 hour. The product is ClC1=CC=CC(=C1CCl)F (6-chloro-2-fluorobenzyl chloride). Reaction SMILES: [Cl:1][C:2]1[C:7]([CH3:8])=[C:6]([F:9])[CH:5]=[CH:4][CH:3]=1.S(Cl)([Cl:13])(=O)=O.C(OOC(=O)C1C=CC=CC=1)(=O)C1C=CC=CC=1>>[Cl:1][C:2]1[C:7]([CH2:8][Cl:13])=[C:6]([F:9])[CH:5]=[CH:4][CH:3]=1. Procedure: The starting material may be prepared as follows: A mixture of 98 g (0.678 mole) of 6-chloro-2-fluorotoluene, 91.5 g (0.678 mole) of sulfuryl chloride and 0.2 g of dibenzoyl peroxide is stirred for 3 hours at 100°-110° C. and then distilled, affording 6-chloro-2-fluorobenzyl chloride with a boiling point in the range from 78°-82° C. The reactants are COc1cc(OC)nc(NC(=O)O)n1, Cc1nc2c(S(N)(=O)=O)cccc2s1, CC#N, Cl, C1=NCCCN2CCCCC12, O. Product: COc1cc(OC)nc(NC(=O)NS(=O)(=O)c2cccc3sc(C)nc23)n1. Reaction SMILES: [CH3:15][O:16][c:17]1[n:18][c:19]([NH:25][C:26]([OH:27])=[O:28])[n:20][c:21]([O:23][CH3:24])[cH:22]1.[CH3:1][c:2]1[s:3][c:4]2[c:5]([n:6]1)[c:7]([S:11](=[O:12])(=[O:13])[NH2:14])[cH:8][cH:9][cH:10]2.[CH3:41][C:42]#[N:43].[ClH:40].[N:29]12[CH2:30][CH2:31][CH2:32][CH2:33][CH:34]1[CH:35]=[N:36][CH2:37][CH2:38][CH2:39]2.[OH2:44]>>[CH3:1][c:2]1[s:3][c:4]2[c:5]([n:6]1)[c:7]([S:11](=[O:12])(=[O:13])[NH:14][C:26]([NH:25][c:19]1[n:18][c:17]([O:16][CH3:15])[cH:22][c:21]([O:23][CH3:24])[n:20]1)=[O:27])[cH:8][cH:9][cH:10]2. Procedure details: A solution of potassium carbonate (0.33 g) in water was added portionwise to a stirred solution of N-(3-trifluoromethylphenyl)-2-(6-acetoxymethyl-2,3-dihydro-4-oxo-5-phenyl-4H-1,3-oxazin-3-yl)-2-methylpropanamide (0.8 g) in methanol. Stirring was continued for 4 hours at room temperature, the mixture evaporated and the residue dissolved in a mixture of ether and water. The organic layer was dried (magnesium sulphate), evaporated and the residue purified by dry column chromatography eluting with ... The yield is 42.5%. As a reaction SMILES: C(=O)([O-])[O-].[K+].[K+].[F:7][C:8]([F:40])([F:39])[C:9]1[CH:10]=[C:11]([NH:15][C:16](=[O:38])[C:17]([N:20]2[C:25](=[O:26])[C:24]([C:27]3[CH:32]=[CH:31][CH:30]=[CH:29][CH:28]=3)=[C:23]([CH2:33][O:34]C(=O)C)[O:22][CH2:21]2)([CH3:19])[CH3:18])[CH:12]=[CH:13][CH:14]=1>O.CO>[F:40][C:8]([F:7])([F:39])[C:9]1[CH:10]=[C:11]([NH:15][C:16](=[O:38])[C:17]([N:20]2[C:25](=[O:26])[C:24]([C:27]3[CH:32]=[CH:31][CH:30]=[CH:29][CH:28]=3)=[C:23]([CH2:33][OH:34])[O:22][CH2:21]2)([CH3:18])[CH3:19])[CH:12]=[CH:13][CH:14]=1 |f:0.1.2|. The product is FC(C=1C=C(C=CC1)NC(C(C)(C)N1COC(=C(C1=O)C1=CC=CC=C1)CO)=O)(F)F (N-(3-trifluoromethylphenyl)-2-(2,3-dihydro-6-hydroxymethyl-4-oxo-5-phenyl-4H-1,3-oxazin-3-yl)-2-methylpropanamide). The reactants are C([O-])([O-])=O.[K+].[K+] (potassium carbonate), FC(C=1C=C(C=CC1)NC(C(C)(C)N1COC(=C(C1=O)C1=CC=CC=C1)COC(C)=O)=O)(F)F (N-(3-trifluoromethylphenyl)-2-(6-acetoxymethyl-2,3-dihydro-4-oxo-5-phenyl-4H-1,3-oxazin-3-yl)-2-methylpropanamide). Run in O (water), CO (methanol). Run at time 4 hour.